Dataset: the Open Reaction Database (ORD), a public repository of structured organic reaction records. Task: describe an organic reaction: reactants, conditions, products, and yield The reactants are CN(C)C(C(=O)OCC)C (ethyl 2-(N,N-dimethylamino)-propionate), C(CCCCCCCCCCC)O (1-dodecanol), C[O-].[Na+] (sodium methoxide). Run in C(C)O (ethanol). Yields the product CCCCCCCCCCCCOC(=O)C(C)N(C)C (DDAIP). RXN SMILES: [CH3:1][N:2]([CH:4]([CH3:10])[C:5]([O:7][CH2:8][CH3:9])=[O:6])[CH3:3].[CH2:11](O)[CH2:12][CH2:13][CH2:14][CH2:15][CH2:16][CH2:17][CH2:18][CH2:19][CH2:20]CC.C[O-].[Na+]>C(O)C>[CH3:11][CH2:12][CH2:13][CH2:14][CH2:15][CH2:16][CH2:17][CH2:18][CH2:19][CH2:20][CH2:9][CH2:8][O:7][C:5]([CH:4]([N:2]([CH3:3])[CH3:1])[CH3:10])=[O:6] |f:2.3|. Reported procedure: A representative reaction scheme follows: ##STR6## The ethyl 2-(N,N-dimethylamino)-propionate is preferably refluxed for about 2 hours in the presence of 10 percent stoichiometric excess 1-dodecanol and a catalytic amount of sodium methoxide (predissolved in toluene). During this process, the ethanol formed is removed from the reaction medium by azeotropic distillation. Following the reaction phase, the solids of the remaining mixture are filtered off, resulting in a DDAIP filtrate. Reactants: B(Br)(Br)Br (BBr3), Cl.COC1=CC=C(C=C1)C1=C(C2=CC=C(C=C2C=C1)OC)C=1C=C(C=CC1)OCCN1CCCCC1 (1-[2-[3-[2-(4-methoxyphenyl)-6-methoxynaphth-1-yl]phenyloxy]ethyl]piperidine hydrochloride), B(Br)(Br)Br (BBr3). Solvent: C(Cl)Cl (CH2Cl2). Reaction conditions: temperature 0 celsius. Product: OC1=CC=C(C=C1)C1=C(C2=CC=C(C=C2C=C1)O)C=1C=C(C=CC1)OCCN1CCCCC1 (1-[2-[3-[2-(4-Hydroxyphenyl)-6-hydroxynaphth-1-yl]phenyloxy]ethyl]piperidine). As a reaction SMILES: Cl.C[O:3][C:4]1[CH:9]=[CH:8][C:7]([C:10]2[CH:19]=[CH:18][C:17]3[C:12](=[CH:13][CH:14]=[C:15]([O:20]C)[CH:16]=3)[C:11]=2[C:22]2[CH:23]=[C:24]([O:28][CH2:29][CH2:30][N:31]3[CH2:36][CH2:35][CH2:34][CH2:33][CH2:32]3)[CH:25]=[CH:26][CH:27]=2)=[CH:6][CH:5]=1.B(Br)(Br)Br>C(Cl)Cl>[OH:3][C:4]1[CH:9]=[CH:8][C:7]([C:10]2[CH:19]=[CH:18][C:17]3[C:12](=[CH:13][CH:14]=[C:15]([OH:20])[CH:16]=3)[C:11]=2[C:22]2[CH:23]=[C:24]([O:28][CH2:29][CH2:30][N:31]3[CH2:32][CH2:33][CH2:34][CH2:35][CH2:36]3)[CH:25]=[CH:26][CH:27]=2)=[CH:6][CH:5]=1 |f:0.1|. Reported procedure: 1.5 g (3 mmol) of 1-[2-[3-[2-(4-methoxyphenyl)-6-methoxynaphth-1-yl]phenyloxy]ethyl]piperidine hydrochloride was dissolved in 100 mL of CH2Cl2 and cooled to 0° C. 0.7 mL (7.5 mmol) of BBr3 was slowly added and the reaction allowed to proceed for twenty-four hours. An additional 3 mL of BBr3 was added and the reaction was continued for two more hours. The reaction was quenched by pouring into water, followed by three extractions with EtOH--CHCl3 (1:9) (v/v). The organic extracts were combined, wa... Starting materials: BrCC1=C(C(=NN1CCNC(OC(C)(C)C)=O)CC)OC1=CC(=CC(=C1)Cl)Cl (tert-Butyl 2-[5-(bromomethyl)-4-(3,5-dichlorophenoxy)-3-ethyl-1H-pyrazol-1-yl]ethylcarbamate), N (ammonia), C(C)(C)N(CC)C(C)C (diisopropylethylamine). Solvent: C(C)(C)O (isopropanol). Run at time 5 hour. The product is NCC1=C(C(=NN1CCNC(OC(C)(C)C)=O)CC)OC1=CC(=CC(=C1)Cl)Cl (tert-Butyl 2-[5-(aminomethyl)-4-(3,5-dichlorophenoxy)-3-ethyl-1H-pyrazol-1-yl]ethylcarbamate). The yield is 92.9%. RXN SMILES: Br[CH2:2][C:3]1[N:7]([CH2:8][CH2:9][NH:10][C:11](=[O:17])[O:12][C:13]([CH3:16])([CH3:15])[CH3:14])[N:6]=[C:5]([CH2:18][CH3:19])[C:4]=1[O:20][C:21]1[CH:26]=[C:25]([Cl:27])[CH:24]=[C:23]([Cl:28])[CH:22]=1.N.C([N:33](C(C)C)CC)(C)C>C(O)(C)C>[NH2:33][CH2:2][C:3]1[N:7]([CH2:8][CH2:9][NH:10][C:11](=[O:17])[O:12][C:13]([CH3:16])([CH3:15])[CH3:14])[N:6]=[C:5]([CH2:18][CH3:19])[C:4]=1[O:20][C:21]1[CH:26]=[C:25]([Cl:27])[CH:24]=[C:23]([Cl:28])[CH:22]=1. Procedure: The bromide of Example 137 (444 mg, 0.900 mmol) was added to a saturated solution of ammonia in isopropanol (25 ml) and diisopropylethylamine (173 μl, 1.00 mmol) at room temperature. The reaction was stirred for 5 hours and then concentrated under reduced pressure. The crude product was purified by flash chromatography on silica gel eluting with dichloromethane:methanol (95:5, by volume) to provide the title compound (359 mg) as a white solid, m.p. 112-114° C.